Dataset: the Open Reaction Database (ORD), a public repository of structured organic reaction records. Task: describe an organic reaction: reactants, conditions, products, and yield Starting materials: COc1ccccc1C(C(=O)O)n1c(=O)[nH]c2ccc(Cl)cc21, O=C(C(c1ccccc1)n1c(=O)[nH]c2ccccc21)N1CCN(c2ccncc2)CC1. Product: COc1ccccc1C(C(=O)N1CCN(c2ccncc2)CC1)n1c(=O)[nH]c2ccc(Cl)cc21. Reaction SMILES: [Cl:32][c:33]1[cH:34][cH:35][c:36]2[c:37]([n:38]([CH:42]([C:43](=[O:44])[OH:45])[c:46]3[c:47]([O:52][CH3:53])[cH:48][cH:49][cH:50][cH:51]3)[c:39](=[O:41])[nH:40]2)[cH:54]1.[O:1]=[C:2]([CH:3]([n:4]1[c:5]2[cH:6][cH:7][cH:8][cH:9][c:10]2[nH:11][c:12]1=[O:13])[c:14]1[cH:15][cH:16][cH:17][cH:18][cH:19]1)[N:20]1[CH2:21][CH2:22][N:23]([c:26]2[cH:27][cH:28][n:29][cH:30][cH:31]2)[CH2:24][CH2:25]1>>[N:20]1([C:43]([CH:42]([n:38]2[c:37]3[c:36]([cH:35][cH:34][c:33]([Cl:32])[cH:54]3)[nH:40][c:39]2=[O:41])[c:46]2[c:47]([O:52][CH3:53])[cH:48][cH:49][cH:50][cH:51]2)=[O:45])[CH2:21][CH2:22][N:23]([c:26]2[cH:27][cH:28][n:29][cH:30][cH:31]2)[CH2:24][CH2:25]1. Starting materials: C(C1=CC=CC=C1)OC=1C=CC(=[N+](C1)[O-])C (5-benzyloxy-2-methylpyridine N-oxide), solution, C(CCC)[Li] (butyllithium), C(C)(C)NC(C)C (diisopropylamine), C(#N)C1=CC=C(OC(C(=O)OCC)(C)C)C=C1 (ethyl (4-cyanophenoxy)-2-methylpropionate). Solvent: O1CCCC1 (tetrahydrofuran), CCCCCC (n-hexane), O1CCCC1 (tetrahydrofuran), C(C)(=O)OCC (ethyl acetate). Conditions: temperature -78 celsius. Yields the product C(C1=CC=CC=C1)OC=1C=CC(=[N+](C1)[O-])CC(C(C)(C)OC1=CC=C(C=C1)C#N)=O (5-benzyloxy-2-[3-(4-cyanophenoxy)-3-methyl-2oxobutyl]pyridine N-oxide). The yield is 23.0%. As a reaction SMILES: C([Li])CCC.C(NC(C)C)(C)C.[CH2:13]([O:20][C:21]1[CH:22]=[CH:23][C:24]([CH3:28])=[N+:25]([O-:27])[CH:26]=1)[C:14]1[CH:19]=[CH:18][CH:17]=[CH:16][CH:15]=1.[C:29]([C:31]1[CH:45]=[CH:44][C:34]([O:35][C:36]([CH3:43])([CH3:42])[C:37](OCC)=[O:38])=[CH:33][CH:32]=1)#[N:30]>CCCCCC.O1CCCC1.C(OCC)(=O)C>[CH2:13]([O:20][C:21]1[CH:22]=[CH:23][C:24]([CH2:28][C:37](=[O:38])[C:36]([O:35][C:34]2[CH:44]=[CH:45][C:31]([C:29]#[N:30])=[CH:32][CH:33]=2)([CH3:43])[CH3:42])=[N+:25]([O-:27])[CH:26]=1)[C:14]1[CH:15]=[CH:16][CH:17]=[CH:18][CH:19]=1. Procedure: 5 ml of a 1.2M solution of butyllithium in n-hexane were added to a solution of 0.6 g of diisopropylamine in 10 ml of tetrahydrofuran while stirring at -78° C. under a nitrogen atmosphere. The solution was stirred for a further 15 minutes and then 1.07 g of 5-benzyloxy-2-methylpyridine N-oxide in 10 ml of tetrahydrofuran were added. The mixture was allowed to warm to 20° C. stirred for 30 minutes and then cooled to -78° C. 1.16 g of ethyl (4-cyanophenoxy)-2-methylpropionate were added and the mi... The reactants are CCOC(=O)c1ccc(-c2ccc(OCCCCNC3CC3)c(-c3ccc4c(c3)C(C)(C)CCC4(C)C)c2)cc1, [Na+], C1CCOC1, [OH-]. The product is CC1(C)CCC(C)(C)c2cc(-c3cc(-c4ccc(C(=O)O)cc4)ccc3OCCCCNC3CC3)ccc21. RXN SMILES: [CH:3]1([NH:6][CH2:7][CH2:8][CH2:9][CH2:10][O:11][c:12]2[c:13](-[c:29]3[cH:30][c:31]4[c:36]([cH:37][cH:38]3)[C:35]([CH3:39])([CH3:40])[CH2:34][CH2:33][C:32]4([CH3:41])[CH3:42])[cH:14][c:15](-[c:18]3[cH:19][cH:20][c:21]([C:24](=[O:25])[O:26][CH2:27][CH3:28])[cH:22][cH:23]3)[cH:16][cH:17]2)[CH2:4][CH2:5]1.[Na+:2].[O:43]1[CH2:44][CH2:45][CH2:46][CH2:47]1.[OH-:1]>>[CH:3]1([NH:6][CH2:7][CH2:8][CH2:9][CH2:10][O:11][c:12]2[c:13](-[c:29]3[cH:30][c:31]4[c:36]([cH:37][cH:38]3)[C:35]([CH3:39])([CH3:40])[CH2:34][CH2:33][C:32]4([CH3:41])[CH3:42])[cH:14][c:15](-[c:18]3[cH:19][cH:20][c:21]([C:24](=[O:25])[OH:26])[cH:22][cH:23]3)[cH:16][cH:17]2)[CH2:4][CH2:5]1. The reactants are C(C)(C)NC1=NC(=NC=C1C(=O)OCC)SC (ethyl 4-(isopropylamino)-2-(methylthio)pyrimidine-5-carboxylate), [OH-].[Na+] (sodium hydroxide). The solvent is C(C)O (ethanol), O (water), O (water). Conditions: time 8 hour. Product: C(C)(C)NC1=NC(=NC=C1C(=O)O)SC (4-(Isopropylamino)-2-(methylthio)pyrimidine-5-carboxylic acid). Isolated yield 89.8%. RXN SMILES: [CH:1]([NH:4][C:5]1[C:10]([C:11]([O:13]CC)=[O:12])=[CH:9][N:8]=[C:7]([S:16][CH3:17])[N:6]=1)([CH3:3])[CH3:2].[OH-].[Na+]>C(O)C.O>[CH:1]([NH:4][C:5]1[C:10]([C:11]([OH:13])=[O:12])=[CH:9][N:8]=[C:7]([S:16][CH3:17])[N:6]=1)([CH3:3])[CH3:2] |f:1.2|. Reported procedure: To a solution of 5.0 g (19.6 mmol) of ethyl 4-(isopropylamino)-2-(methylthio)pyrimidine-5-carboxylate in 20 mL of ethanol is added a solution of 0.8 g (20.6 mmol) of sodium hydroxide in 30 mL of water. The reaction suspension is stirred at room temperature overnight. The reaction solution is diluted with 100 mL of water and washed twice with diethyl ether. The aqueous phase is neutralized with 20.6 mL of 1N HCl. The precipitate is filtered and washed twice with water, dried under vacuum at 70° C... The reactants are Cc1cc(Br)cc(CBr)c1, CCO, N#C[K], O. Yields the product Cc1cc(Br)cc(CC#N)c1. Reaction SMILES: [Br:1][c:2]1[cH:3][c:4]([CH2:9][Br:10])[cH:5][c:6]([CH3:8])[cH:7]1.[CH3:15][CH2:16][OH:17].[K:11][C:12]#[N:13].[OH2:14]>>[Br:1][c:2]1[cH:3][c:4]([CH2:9][C:12]#[N:13])[cH:5][c:6]([CH3:8])[cH:7]1. Reactants: C(C)C1=NC=2C(=NC(=CC2C)C)N1C1=CC=C(C=C1)CCNC(OC1=CC=CC=C1)=O (Phenyl 2-[4-(2-ethyl-5,7-dimethyl-3H-imidazo[4,5-b]pyridin-3-yl)phenyl]ethylcarbamate), C1(=CC=CC2=CC=CC=C12)S(=O)(=O)N (1-naphtylsulfonamide). Yields the product C(C)C1=NC=2C(=NC(=CC2C)C)N1C1=CC=C(C=C1)CCNC(=O)NS(=O)(=O)C1=CC=CC2=CC=CC=C12 (2-ETHYL-5,7-DIMETHYL-3-{4-[2-({[(1-NAPHTHYLSULFONYL)AMINO]CARBONYL}AMINO)ETHYL]PHENYL}-3H-IMIDAZO[4,5-b]PYRIDINE). As a reaction SMILES: [CH2:1]([C:3]1[N:13]([C:14]2[CH:19]=[CH:18][C:17]([CH2:20][CH2:21][NH:22][C:23](=[O:31])OC3C=CC=CC=3)=[CH:16][CH:15]=2)[C:6]2=[N:7][C:8]([CH3:12])=[CH:9][C:10]([CH3:11])=[C:5]2[N:4]=1)[CH3:2].[C:32]1([S:42]([NH2:45])(=[O:44])=[O:43])[C:41]2[C:36](=[CH:37][CH:38]=[CH:39][CH:40]=2)[CH:35]=[CH:34][CH:33]=1>>[CH2:1]([C:3]1[N:13]([C:14]2[CH:15]=[CH:16][C:17]([CH2:20][CH2:21][NH:22][C:23]([NH:45][S:42]([C:32]3[C:41]4[C:36](=[CH:37][CH:38]=[CH:39][CH:40]=4)[CH:35]=[CH:34][CH:33]=3)(=[O:43])=[O:44])=[O:31])=[CH:18][CH:19]=2)[C:6]2=[N:7][C:8]([CH3:12])=[CH:9][C:10]([CH3:11])=[C:5]2[N:4]=1)[CH3:2]. Procedure details: The title compound was prepared according to the procedure described in step 2 of Example 18 from phenyl 2-[4-(2-ethyl-5,7-dimethyl-3H-imidazo[4,5-b]pyridin-3-yl)phenyl]ethylcarbamate (step 1 of Example 18) and 1-naphtylsulfonamide (Arnswald, M.; Neumann, W. P. Chem. Ber., 1991, 124, 1997; Khorgami, M. H. Synthesis, 1972, 574). Reactants: C(CCCCCCCCCCCCCCCCCCCCC)(=O)O (Behenic acid), C(C)(C)O (isopropyl alcohol). Reaction conditions: temperature 30 celsius. Product: C(CCCCCCCCCCCCCCCCCCCCC)(=O)O (behenic acid), C(CCCCCCCCCCCCCCCCCCCCCCC)(=O)O (lignoceric acid). As a reaction SMILES: [C:1]([OH:24])(=[O:23])[CH2:2][CH2:3][CH2:4][CH2:5][CH2:6][CH2:7][CH2:8][CH2:9][CH2:10][CH2:11][CH2:12][CH2:13][CH2:14][CH2:15][CH2:16][CH2:17][CH2:18][CH2:19][CH2:20][CH2:21][CH3:22].[CH:25](O)(C)[CH3:26]>>[C:1]([OH:24])(=[O:23])[CH2:2][CH2:3][CH2:4][CH2:5][CH2:6][CH2:7][CH2:8][CH2:9][CH2:10][CH2:11][CH2:12][CH2:13][CH2:14][CH2:15][CH2:16][CH2:17][CH2:18][CH2:19][CH2:20][CH2:21][CH3:22].[C:1]([OH:24])(=[O:23])[CH2:2][CH2:3][CH2:4][CH2:5][CH2:6][CH2:7][CH2:8][CH2:9][CH2:10][CH2:11][CH2:12][CH2:13][CH2:14][CH2:15][CH2:16][CH2:17][CH2:18][CH2:19][CH2:20][CH2:21][CH2:22][CH2:25][CH3:26]. Procedure: Behenic acid manufactured by Henkel Co. (trade name: Edenor C22-85R) in an amount of 100 kg was admixed with 1200 kg of isopropyl alcohol, and dissolved at 50° C. The mixture was filtrated through a 10 μm filter, and cooled to 30° C. to allow recrystallization. Cooling speed for the recrystallization was controlled to be 3° C./hour. The resulting crystal was subjected to centrifugal filtration, and washing was performed with 100 kg of isopropyl alcohol. Thereafter, the crystal was dried. The res...